From a dataset of the Open Reaction Database (ORD), a public repository of structured organic reaction records. describe an organic reaction: reactants, conditions, products, and yield Starting materials: [BH4-].[Na+] (sodium borohydride), CC1=CN(C2=CC=CC=C12)N=CCC (3-methyl-N-(propylidene)-1H-indol-1-amine), C(C)(=O)O (acetic acid), C(C)(=O)O (acetic acid), [BH4-].[Na+] (sodium borohydride), [H][H] (hydrogen). The solvent is CN1CCCC1=O (NMP), O (water), O (water), C(C)O (ethanol), O (water), O (water), CN1CCCC1=O (NMP). Conditions: temperature 30 celsius. Yields the product CC1=CN(C2=CC=CC=C12)NCCC (3-methyl-N-propyl-1H-indol-1-amine). Isolated yield 96.0%. Reaction SMILES: [BH4-].[Na+].[CH3:3][C:4]1[C:12]2[C:7](=[CH:8][CH:9]=[CH:10][CH:11]=2)[N:6]([N:13]=[CH:14][CH2:15][CH3:16])[CH:5]=1.C(O)(=O)C.[H][H]>CN1C(=O)CCC1.O.C(O)C>[CH3:3][C:4]1[C:12]2[C:7](=[CH:8][CH:9]=[CH:10][CH:11]=2)[N:6]([NH:13][CH2:14][CH2:15][CH3:16])[CH:5]=1 |f:0.1|. Reported procedure: In a 800 L vessel, prepare a solution of 3.0 kg (74.4 mol) sodium borohydride and 26.8 kg (124 mol, 86% purity) 3-methyl-N-(propylidene)-1H-indol-1-amine in 108 kg NMP. Prepare a solution of 4.5 kg (74.4 mol) glacial acetic acid in 27 kg NMP. Add the acetic acid solution over a period of about 30 nm at 30° C. to the sodium borohydride solution. Immediately hydrogen is evolved. Stir the reaction mixture at 30° C. until completion of the reaction (˜1 h). Add 6.3 kg ethanol to the reaction mixture,... Reactants: CCCCN=C=O, c1ccc(Nc2ccccc2)cc1, CCCCOP(=O)([O-])OCCCC, Cc1ccccc1C. Yields the product CCCCNC(=O)N(c1ccccc1)c1ccccc1. As a reaction SMILES: [CH3:14][CH2:15][CH2:16][CH2:17][N:18]=[C:19]=[O:20].[NH:1]([c:2]1[cH:3][cH:4][cH:5][cH:6][cH:7]1)[c:8]1[cH:9][cH:10][cH:11][cH:12][cH:13]1.[P:21]([O-:22])([O:23][CH2:24][CH2:25][CH2:26][CH3:27])([O:28][CH2:29][CH2:30][CH2:31][CH3:32])=[O:33].[c:34]1([CH3:35])[c:36]([CH3:37])[cH:38][cH:39][cH:40][cH:41]1>>[N:1]([c:2]1[cH:3][cH:4][cH:5][cH:6][cH:7]1)([c:8]1[cH:9][cH:10][cH:11][cH:12][cH:13]1)[C:19]([NH:18][CH2:17][CH2:16][CH2:15][CH3:14])=[O:20]. The reactants are Brc1ccccc1-c1cn(C(c2ccccc2)(c2ccccc2)c2ccccc2)cn1, OC(c1ccccc1)(c1ccccc1)c1ccccc1, CN(C)C=O, Cc1ccccc1, N#C[Cu]. Product: N#Cc1ccccc1-c1cn(C(c2ccccc2)(c2ccccc2)c2ccccc2)cn1. RXN SMILES: [Br:1][c:2]1[c:3](-[c:8]2[n:9][cH:10][n:11]([C:13]([c:14]3[cH:15][cH:16][cH:17][cH:18][cH:19]3)([c:20]3[cH:21][cH:22][cH:23][cH:24][cH:25]3)[c:26]3[cH:27][cH:28][cH:29][cH:30][cH:31]3)[cH:12]2)[cH:4][cH:5][cH:6][cH:7]1.[C:35]([OH:36])([c:37]1[cH:38][cH:39][cH:40][cH:41][cH:42]1)([c:43]1[cH:44][cH:45][cH:46][cH:47][cH:48]1)[c:49]1[cH:50][cH:51][cH:52][cH:53][cH:54]1.[CH3:55][N:56]([CH3:57])[CH:58]=[O:59].[CH3:60][c:61]1[cH:62][cH:63][cH:64][cH:65][cH:66]1.[Cu:32][C:33]#[N:34]>>[c:2]1([C:33]#[N:34])[c:3](-[c:8]2[n:9][cH:10][n:11]([C:13]([c:14]3[cH:15][cH:16][cH:17][cH:18][cH:19]3)([c:20]3[cH:21][cH:22][cH:23][cH:24][cH:25]3)[c:26]3[cH:27][cH:28][cH:29][cH:30][cH:31]3)[cH:12]2)[cH:4][cH:5][cH:6][cH:7]1. Starting materials: ClC1=NC2=CC=C(C=C2C(=C1C1=CC=CC=C1)Cl)C(O)C1=CN=CN1C ((2,4-dichloro-3-phenylquinolin-6-yl)(1-methyl-1H-imidazol-5-yl)methanol), Intermediate 2. The reagents and catalysts are [O-2].[Mn+4].[O-2] (Manganese (IV) oxide). Solvent: C(Cl)Cl (DCM), O1CCOCC1 (1,4-dioxane). The product is ClC1=NC2=CC=C(C=C2C(=C1C1=CC=CC=C1)Cl)C(=O)C1=CN=CN1C ((2,4-Dichloro-3-phenylquinolin-6-yl)(1-methyl-1H-imidazol-5-yl)methanone). Reaction SMILES: [Cl:1][C:2]1[C:11]([C:12]2[CH:17]=[CH:16][CH:15]=[CH:14][CH:13]=2)=[C:10]([Cl:18])[C:9]2[C:4](=[CH:5][CH:6]=[C:7]([CH:19]([C:21]3[N:25]([CH3:26])[CH:24]=[N:23][CH:22]=3)[OH:20])[CH:8]=2)[N:3]=1>O1CCOCC1.C(Cl)Cl.[O-2].[Mn+4].[O-2]>[Cl:1][C:2]1[C:11]([C:12]2[CH:13]=[CH:14][CH:15]=[CH:16][CH:17]=2)=[C:10]([Cl:18])[C:9]2[C:4](=[CH:5][CH:6]=[C:7]([C:19]([C:21]3[N:25]([CH3:26])[CH:24]=[N:23][CH:22]=3)=[O:20])[CH:8]=2)[N:3]=1 |f:3.4.5|. Procedure: Manganese (IV) oxide (1.17 g, 13.4 mmol) was added to a solution of (2,4-dichloro-3-phenylquinolin-6-yl)(1-methyl-1H-imidazol-5-yl)methanol (1.03 g, 2.68 mmol, Intermediate 2: step a) in 1,4-dioxane (15 mL). The resulting black suspension was fitted with a reflux condenser and was refluxed for 3 hours. The reaction mixture was cooled to room temperature, diluted with DCM, and was filtered through Celite®, washing with DCM. The filtrate was concentrated and the residue was purified by flash colum... The reactants are O=C(OCCn1cnc2c(Cl)nc3ccccc3c21)c1ccccc1, CO, N. Yields the product OCCn1cnc2c(Cl)nc3ccccc3c21. Reaction SMILES: [C:1](=[O:2])([c:3]1[cH:4][cH:5][cH:6][cH:7][cH:8]1)[O:9][CH2:10][CH2:11][n:12]1[cH:13][n:14][c:15]2[c:16]([Cl:25])[n:17][c:18]3[cH:19][cH:20][cH:21][cH:22][c:23]3[c:24]12.[CH3:27][OH:28].[NH3:26]>>[OH:9][CH2:10][CH2:11][n:12]1[cH:13][n:14][c:15]2[c:16]([Cl:25])[n:17][c:18]3[cH:19][cH:20][cH:21][cH:22][c:23]3[c:24]12. The reactants are CCOC(=O)c1csc(N2CC(C(C)(C)C)C2O[SiH](c2ccccc2)c2ccccc2)n1, CCC(C)C(N)C(O[SiH](c1ccccc1)c1ccccc1)C(C)(C)C, C[Al](C)C, CC(=O)O, CCOC(C)=O, c1ccccc1. Yields the product CCC(C)C(NC(=O)c1csc(N2CC(C(C)(C)C)C2O[SiH](c2ccccc2)c2ccccc2)n1)C(O[SiH](c1ccccc1)c1ccccc1)C(C)(C)C. As a reaction SMILES: [C:1]([CH3:2])([CH3:3])([CH3:4])[CH:5]1[CH:6]([O:19][SiH:20]([c:21]2[cH:22][cH:23][cH:24][cH:25][cH:26]2)[c:27]2[cH:28][cH:29][cH:30][cH:31][cH:32]2)[N:7]([c:9]2[s:10][cH:11][c:12]([C:14](=[O:15])[O:16][CH2:17][CH3:18])[n:13]2)[CH2:8]1.[C:37]([CH3:38])([CH3:39])([CH3:40])[CH:41]([CH:42]([CH:43]([CH2:44][CH3:45])[CH3:46])[NH2:47])[O:48][SiH:49]([c:50]1[cH:51][cH:52][cH:53][cH:54][cH:55]1)[c:56]1[cH:57][cH:58][cH:59][cH:60][cH:61]1.[CH3:33][Al:34]([CH3:35])[CH3:36].[CH3:62][C:63](=[O:64])[OH:65].[CH3:66][CH2:67][O:68][C:69](=[O:70])[CH3:71].[cH:72]1[cH:73][cH:74][cH:75][cH:76][cH:77]1>>[C:1]([CH3:2])([CH3:3])([CH3:4])[CH:5]1[CH:6]([O:19][SiH:20]([c:21]2[cH:22][cH:23][cH:24][cH:25][cH:26]2)[c:27]2[cH:28][cH:29][cH:30][cH:31][cH:32]2)[N:7]([c:9]2[s:10][cH:11][c:12]([C:14](=[O:15])[NH:47][CH:42]([CH:41]([C:37]([CH3:38])([CH3:39])[CH3:40])[O:48][SiH:49]([c:50]3[cH:51][cH:52][cH:53][cH:54][cH:55]3)[c:56]3[cH:57][cH:58][cH:59][cH:60][cH:61]3)[CH:43]([CH2:44][CH3:45])[CH3:46])[n:13]2)[CH2:8]1. Starting materials: C1CCOC1, CCOC(=O)C(C)c1ccc(O)c([N+](=O)[O-])c1, CCO. Product: CCOC(=O)C(C)c1ccc(O)c(N)c1. As a reaction SMILES: [CH2:18]1[O:19][CH2:20][CH2:21][CH2:22]1.[CH2:1]([CH3:2])[O:3][C:4]([CH:5]([CH3:6])[c:7]1[cH:8][c:9]([N+:14]([O-:15])=[O:16])[c:10]([OH:13])[cH:11][cH:12]1)=[O:17].[CH3:23][CH2:24][OH:25]>>[CH2:1]([CH3:2])[O:3][C:4]([CH:5]([CH3:6])[c:7]1[cH:8][c:9]([NH2:14])[c:10]([OH:13])[cH:11][cH:12]1)=[O:17].